This data is from the Open Reaction Database (ORD), a public repository of structured organic reaction records. The task is: describe an organic reaction: reactants, conditions, products, and yield The reactants are C(CC#N)#N (malononitrile), O (water), FC(S(=O)(=O)OCC(C(C(F)(F)F)F)(F)F)(F)F (2,2,3,4,4,4-hexafluorobutyl trifluoromethanesulfonate), C([O-])([O-])=O.[K+].[K+] (potassium carbonate). Solvent: CS(=O)C (dimethyl sulfoxide), CS(=O)C (dimethyl sulfoxide). Reaction conditions: time 3 hour. The product is FC(CC(C#N)C#N)(C(C(F)(F)F)F)F (2-(2,2,3,4,4,4-hexafluorobutyl)malononitrile). Yield: 34.1%. As a reaction SMILES: FC(F)(F)S(O[CH2:7][C:8]([F:16])([F:15])[CH:9]([F:14])[C:10]([F:13])([F:12])[F:11])(=O)=O.C(=O)([O-])[O-].[K+].[K+].[C:25](#[N:29])[CH2:26][C:27]#[N:28].O>CS(C)=O>[F:15][C:8]([F:16])([CH:9]([F:14])[C:10]([F:13])([F:12])[F:11])[CH2:7][CH:26]([C:25]#[N:29])[C:27]#[N:28] |f:1.2.3|. Procedure: 8.0 g of 2,2,3,4,4,4-hexafluorobutyl trifluoromethanesulfonate was dissolved in 15 ml of dimethyl sulfoxide, and 6.9 g of potassium carbonate was added. 5.0 g of malononitrile dissolved in 15 ml of dimethyl sulfoxide was added dropwise thereto, and the mixture was stirred at room temperature for 3 hours. The reaction mixture was poured to water and then extracted with diethyl ether. The organic layer was washed successively with water and aqueous saturated sodium chloride, dried over anhydrous m... The reactants are O=Cc1ccc(F)c(Br)c1, O=C([O-])[O-], CN(C)C=O, [K+], [K+], O, Oc1ccccc1. The product is O=Cc1ccc(Oc2ccccc2)c(Br)c1. Reaction SMILES: [Br:1][c:2]1[cH:3][c:4]([CH:5]=[O:6])[cH:7][cH:8][c:9]1[F:10].[C:18](=[O:19])([O-:20])[O-:21].[CH3:25][N:26]([CH3:27])[CH:28]=[O:29].[K+:22].[K+:23].[OH2:24].[OH:11][c:12]1[cH:13][cH:14][cH:15][cH:16][cH:17]1>>[Br:1][c:2]1[cH:3][c:4]([CH:5]=[O:6])[cH:7][cH:8][c:9]1[O:11][c:12]1[cH:13][cH:14][cH:15][cH:16][cH:17]1. Starting materials: ClC1=NC(=C2C(=N1)NN=C2)N2CC1CCC(C2)O1 (6-chloro-4-(8-oxa-3-aza-bicyclo[3.2.1]oct-3-yl)-1H-pyrazolo[3,4-d]pyrimidine), [H-].[Na+] (NaH), C(C)I (ethyl iodide). The solvent is CN1C(CCC1)=O (N-methylpyrrolidinone). Product: ClC1=NC(=C2C(=N1)N(N=C2)CC)N2CC1CCC(C2)O1 (6-Chloro-1-ethyl-4-(8-oxa-3-aza-bicyclo[3.2.1]oct-3-yl)-1H-pyrazolo[3,4-d]pyrimidine). RXN SMILES: [Cl:1][C:2]1[N:7]=[C:6]2[NH:8][N:9]=[CH:10][C:5]2=[C:4]([N:11]2[CH2:17][CH:16]3[O:18][CH:13]([CH2:14][CH2:15]3)[CH2:12]2)[N:3]=1.[H-].[Na+].[CH2:21](I)[CH3:22]>CN1CCCC1=O>[Cl:1][C:2]1[N:7]=[C:6]2[N:8]([CH2:21][CH3:22])[N:9]=[CH:10][C:5]2=[C:4]([N:11]2[CH2:17][CH:16]3[O:18][CH:13]([CH2:14][CH2:15]3)[CH2:12]2)[N:3]=1 |f:1.2|. Procedure details: To 6-chloro-4-(8-oxa-3-aza-bicyclo[3.2.1]oct-3-yl)-1H-pyrazolo[3,4-d]pyrimidine (0.418 mmol), NaH (60% in oil, 2.1 mmol) and ethyl iodide (2.1 mmol) is added N-methylpyrrolidinone (1 mL). After 5 min the reaction mixture is heated in the microwave at 175 C for 10 min. Reverse phase HPLC gave the product. The reactants are CC(C(=O)OCC)(C)OC1=CC=C(C=C1)C1=CC=C(C=C1)CNC(C1=C(C=CC(=C1)Cl)OC)=O (ethyl 2-methyl-2-{4-[2-methoxy-5-chloro-benzamido-methyl]-biphenyl-4'-oxy}-propionate). Solvent: [OH-].[K+] (potassium hydroxide), O1CCOCC1 (dioxane). The product is CC(C(=O)O)(C)OC1=CC=C(C=C1)C1=CC=C(C=C1)CNC(C1=C(C=CC(=C1)Cl)OC)=O (2-Methyl-2-{4-(2-methoxy-5-chloro-benzamido-methyl)-biphenyl-4'oxy}-propionic acid). The yield is 72.0%. RXN SMILES: [CH3:1][C:2]([O:9][C:10]1[CH:15]=[CH:14][C:13]([C:16]2[CH:21]=[CH:20][C:19]([CH2:22][NH:23][C:24](=[O:34])[C:25]3[CH:30]=[C:29]([Cl:31])[CH:28]=[CH:27][C:26]=3[O:32][CH3:33])=[CH:18][CH:17]=2)=[CH:12][CH:11]=1)([CH3:8])[C:3]([O:5]CC)=[O:4]>[OH-].[K+].O1CCOCC1>[CH3:8][C:2]([O:9][C:10]1[CH:15]=[CH:14][C:13]([C:16]2[CH:21]=[CH:20][C:19]([CH2:22][NH:23][C:24](=[O:34])[C:25]3[CH:30]=[C:29]([Cl:31])[CH:28]=[CH:27][C:26]=3[O:32][CH3:33])=[CH:18][CH:17]=2)=[CH:12][CH:11]=1)([CH3:1])[C:3]([OH:5])=[O:4] |f:1.2|. Reported procedure: 2-Methyl-2-{4-(2-methoxy-5-chloro-benzamido-methyl)-biphenyl-4'oxy}-propionic acid was prepared by alkaline hydrolysis of ethyl 2-methyl-2-{4-[2-methoxy-5-chloro-benzamido-methyl]-biphenyl-4'-oxy}-propionate in 1 N potassium hydroxide and dioxane (1:5) at room temperature. Yield: 72% of theory; m.p. 104° C. Reactants: C1CCOC1, COC(=O)c1ccc(O)c2[nH]c(-c3ccc(F)cc3F)nc12, [Li+], [OH-], O. Yields the product O=C(O)c1ccc(O)c2[nH]c(-c3ccc(F)cc3F)nc12. Reaction SMILES: [CH2:26]1[O:27][CH2:28][CH2:29][CH2:30]1.[CH3:1][O:2][C:3](=[O:4])[c:5]1[cH:6][cH:7][c:8]([OH:22])[c:9]2[nH:10][c:11](-[c:14]3[c:15]([F:21])[cH:16][c:17]([F:20])[cH:18][cH:19]3)[n:12][c:13]12.[Li+:24].[OH-:23].[OH2:25]>>[O:2]=[C:3]([OH:4])[c:5]1[cH:6][cH:7][c:8]([OH:22])[c:9]2[nH:10][c:11](-[c:14]3[c:15]([F:21])[cH:16][c:17]([F:20])[cH:18][cH:19]3)[n:12][c:13]12.